This data is from the Open Reaction Database (ORD), a public repository of structured organic reaction records. The task is: describe an organic reaction: reactants, conditions, products, and yield Starting materials: Cc1cn(C2([SiH](c3ccccc3)c3ccccc3)CC(O)C(COC(C)(C)C)O2)c(=O)[nH]c1=O, CCN(C(C)C)C(C)C, ClCOCc1ccccc1, ClCCl. Product: Cc1cn(C2([SiH](c3ccccc3)c3ccccc3)CC(O)C(COC(C)(C)C)O2)c(=O)n(COCc2ccccc2)c1=O. As a reaction SMILES: [C:1]([CH3:2])([CH3:3])([CH3:4])[O:5][CH2:6][CH:7]1[CH:8]([OH:34])[CH2:9][C:10]([n:12]2[c:13](=[O:14])[nH:15][c:16](=[O:17])[c:18]([CH3:19])[cH:20]2)([SiH:21]([c:22]2[cH:23][cH:24][cH:25][cH:26][cH:27]2)[c:28]2[cH:29][cH:30][cH:31][cH:32][cH:33]2)[O:11]1.[CH:35]([N:36]([CH2:37][CH3:38])[CH:39]([CH3:40])[CH3:41])([CH3:42])[CH3:43].[Cl:44][CH2:45][O:46][CH2:47][c:48]1[cH:49][cH:50][cH:51][cH:52][cH:53]1.[Cl:54][CH2:55][Cl:56]>>[C:1]([CH3:2])([CH3:3])([CH3:4])[O:5][CH2:6][CH:7]1[CH:8]([OH:34])[CH2:9][C:10]([n:12]2[c:13](=[O:14])[n:15]([CH2:45][O:46][CH2:47][c:48]3[cH:49][cH:50][cH:51][cH:52][cH:53]3)[c:16](=[O:17])[c:18]([CH3:19])[cH:20]2)([SiH:21]([c:22]2[cH:23][cH:24][cH:25][cH:26][cH:27]2)[c:28]2[cH:29][cH:30][cH:31][cH:32][cH:33]2)[O:11]1. Reactants: [H][H] (hydrogen), C(C)(=O)OCCC(=CCCC(C)(C)Cl)C (7-chloro-3,7-dimethyl-3-octenyl acetate), O1CCOCC1 (dioxane). Reagents/catalysts: [Pd] (palladium black). The solvent is O (water). The product is CC(C)=CCCC(C)CCO (citronellol). Isolated yield 70.0%. RXN SMILES: C([O:4][CH2:5][CH2:6][C:7]([CH3:15])=[CH:8][CH2:9][CH2:10][C:11](Cl)([CH3:13])[CH3:12])(=O)C.O1CCOCC1.[H][H]>O.[Pd]>[CH3:12][C:11](=[CH:10][CH2:9][CH2:8][CH:7]([CH2:6][CH2:5][OH:4])[CH3:15])[CH3:13]. Reported procedure: 1 mole of 7-chloro-3,7-dimethyl-3-octenyl acetate was dissolved into 200 milliliters of dioxane and the solution was subjected to hydrogenation reaction in a reactor containing 20 grams of activated palladium black at about 25° C. under normal pressure until hydrogen was no more absorbed. Then, palladium black was filtered off, from the reaction mixture and dioxane was distilled off from the filtrate under reduced pressure. The residual liquid was added to the solution of 40 grams of sodium hydr... Reactants: O=C1C(Cc2ncccc2Br)c2ccccc2C12COc1cc3c(cc12)OCCO3, CS(=O)(=O)[O-], CS(C)=O, CCOC(C)=O, I[Cu]I, [Na+], [Na], O=C(O)C1CCCN1. The product is CS(=O)(=O)c1cccnc1CC1C(=O)C2(COc3cc4c(cc32)OCCO4)c2ccccc21. RXN SMILES: [Br:1][c:2]1[c:3]([CH2:8][CH:9]2[C:10](=[O:30])[C:11]3([CH2:12][O:13][c:14]4[cH:15][c:16]5[c:17]([cH:22][c:23]43)[O:18][CH2:19][CH2:20][O:21]5)[c:24]3[cH:25][cH:26][cH:27][cH:28][c:29]32)[n:4][cH:5][cH:6][cH:7]1.[CH3:31][S:32](=[O:33])(=[O:34])[O-:35].[CH3:46][S:47](=[O:48])[CH3:49].[CH3:50][CH2:51][O:52][C:53](=[O:54])[CH3:55].[Cu:56]([I:57])[I:58].[Na+:36].[Na:37].[OH:38][C:39]([CH:40]1[NH:41][CH2:42][CH2:43][CH2:44]1)=[O:45]>>[c:2]1([S:32]([CH3:31])(=[O:33])=[O:34])[c:3]([CH2:8][CH:9]2[C:10](=[O:30])[C:11]3([CH2:12][O:13][c:14]4[cH:15][c:16]5[c:17]([cH:22][c:23]43)[O:18][CH2:19][CH2:20][O:21]5)[c:24]3[cH:25][cH:26][cH:27][cH:28][c:29]32)[n:4][cH:5][cH:6][cH:7]1. Reactants: CC(C)(C)OC(=O)CBr, CCOC(C)=O, Cl, C1CNC1, [Na+], C1CCOC1, [OH-], O. Yields the product CC(C)(C)OC(=O)CN1CCC1. As a reaction SMILES: [Br:8][CH2:9][C:10](=[O:11])[O:12][C:13]([CH3:14])([CH3:15])[CH3:16].[CH3:17][CH2:18][O:19][C:20](=[O:21])[CH3:22].[ClH:1].[NH:2]1[CH2:3][CH2:4][CH2:5]1.[Na+:7].[O:23]1[CH2:24][CH2:25][CH2:26][CH2:27]1.[OH-:6].[OH2:28]>>[N:2]1([CH2:9][C:10](=[O:11])[O:12][C:13]([CH3:14])([CH3:15])[CH3:16])[CH2:3][CH2:4][CH2:5]1. Starting materials: FC(C(=O)O)(F)F.N=1CCCCCC1NC=1C=C(C=CC1)C(=O)NCC(=O)NC(CC(=O)OCC)C1=CC(=CC(=C1)Cl)Cl ((±) ethyl β-[[2-[[[3-[(3,4,5,6-tetrahydro-2H-azepin-7-yl)amino]phenyl]carbonyl]amino]acetyl]amino]-3,5-dichlorobenzenepropanoate, trifluoroacetate salt), [Li+].[OH-] (LiOH), C(=O)(C(F)(F)F)O (TFA). The solvent is O (H2O), CC#N (CH3CN). Reaction conditions: time 3 hour. The product is FC(C(=O)O)(F)F.N=1CCCCCC1NC=1C=C(C=CC1)C(=O)NCC(=O)NC(CC(=O)O)C1=CC(=CC(=C1)Cl)Cl ((±) β-[[2-[[[3-[(3,4,5,6-tetrahydro-2H-azepin-7-yl)amino]phenyl]carbonyl]amino]acetyl]amino]-3,5-dichlorobenzenepropanoic acid, trifluoroacetate salt). Isolated yield 79.3%. As a reaction SMILES: [F:1][C:2]([F:7])([F:6])[C:3]([OH:5])=[O:4].[N:8]1[CH2:9][CH2:10][CH2:11][CH2:12][CH2:13][C:14]=1[NH:15][C:16]1[CH:17]=[C:18]([C:22]([NH:24][CH2:25][C:26]([NH:28][CH:29]([C:36]2[CH:41]=[C:40]([Cl:42])[CH:39]=[C:38]([Cl:43])[CH:37]=2)[CH2:30][C:31]([O:33]CC)=[O:32])=[O:27])=[O:23])[CH:19]=[CH:20][CH:21]=1.[Li+].[OH-].C(O)(C(F)(F)F)=O>O.CC#N>[F:1][C:2]([F:7])([F:6])[C:3]([OH:5])=[O:4].[N:8]1[CH2:9][CH2:10][CH2:11][CH2:12][CH2:13][C:14]=1[NH:15][C:16]1[CH:17]=[C:18]([C:22]([NH:24][CH2:25][C:26]([NH:28][CH:29]([C:36]2[CH:37]=[C:38]([Cl:43])[CH:39]=[C:40]([Cl:42])[CH:41]=2)[CH2:30][C:31]([OH:33])=[O:32])=[O:27])=[O:23])[CH:19]=[CH:20][CH:21]=1 |f:0.1,2.3,7.8|. Procedure details: To the product from Example 188 (370 mg, 0.00057 mole) in H2O (20 mL) and CH3CN (15 mL) was added LiOH (192 mg, 0.0046 mole). The reaction mixture was stirred at room temperature for 3 hours. The pH was lowered to ~2.5 with TFA and the product was isolated by RPHPLC to yield the title compound (280 mg after lyophilization) as a white solid. Reactants: C(C)SC(C(C)C)=NC1=CC=CC=C1 (N-[1-(ethylsulfanyl)isobutylidene]aniline), C(C1=CC=CC=C1)(=O)NN (benzoylhydrazine). The solvent is C(CCC)O (1-butanol), C(CCC)O (1-butanol). Run at temperature 130 celsius, time 7 hour. The product is C(C)(C)C1=NN=C(N1C1=CC=CC=C1)C1=CC=CC=C1 (3-isopropyl-4,5-diphenyl-4H-1,2,4-triazole). Isolated yield 24.0%. As a reaction SMILES: C(S[C:4](=[N:8][C:9]1[CH:14]=[CH:13][CH:12]=[CH:11][CH:10]=1)[CH:5]([CH3:7])[CH3:6])C.[C:15]([NH:23][NH2:24])(=O)[C:16]1[CH:21]=[CH:20][CH:19]=[CH:18][CH:17]=1>C(O)CCC>[CH:5]([C:4]1[N:8]([C:9]2[CH:14]=[CH:13][CH:12]=[CH:11][CH:10]=2)[C:15]([C:16]2[CH:21]=[CH:20][CH:19]=[CH:18][CH:17]=2)=[N:23][N:24]=1)([CH3:7])[CH3:6]. Reported procedure: First, 6.1 g of N-[1-(ethylsulfanyl)isobutylidene]aniline, 3.4 g of benzoylhydrazine, and 30 mL of 1-butanol were put in a 200 mL recovery flask, and heated and stirred at 130° C. for 7 hours to be reacted. After the reaction, 1-butanol was distilled off under a reduced pressure to give an oily substance. This oily substance was purified by silica gel column chromatography. As developing solvents, first, dichloromethane was used, and then ethyl acetate was used. The resulting fraction was concen... Starting materials: ClC(Cl)Cl, CC(Cc1ccc(Cl)nc1)CS(C)=O, [N-]=[N+]=[N-], [Na+], O=S(=O)(O)O. Yields the product CC(Cc1ccc(Cl)nc1)CS(C)(=N)=O. As a reaction SMILES: [CH:24]([Cl:25])([Cl:26])[Cl:27].[Cl:1][c:2]1[n:3][cH:4][c:5]([CH2:8][CH:9]([CH2:10][S:11](=[O:12])[CH3:13])[CH3:14])[cH:6][cH:7]1.[N-:16]=[N+:17]=[N-:18].[Na+:15].[S:19](=[O:20])(=[O:21])([OH:22])[OH:23]>>[Cl:1][c:2]1[n:3][cH:4][c:5]([CH2:8][CH:9]([CH2:10][S:11](=[O:12])([CH3:13])=[NH:16])[CH3:14])[cH:6][cH:7]1. Reactants: Cc1nc2cc(C(=O)O)ccc2[nH]1, CN(C(=O)c1ccc(Cl)cc1)C1CCNCC1c1ccc(Cl)c(Cl)c1, Cl. The product is Cc1nc2cc(C(=O)N3CCC(N(C)C(=O)c4ccc(Cl)cc4)C(c4ccc(Cl)c(Cl)c4)C3)ccc2[nH]1. RXN SMILES: [CH3:27][c:28]1[n:29][c:30]2[c:31]([nH:32]1)[cH:33][cH:34][c:35]([C:37](=[O:38])[OH:39])[cH:36]2.[Cl:2][c:3]1[cH:4][cH:5][c:6]([C:7](=[O:8])[N:9]([CH3:10])[CH:11]2[CH:12]([c:17]3[cH:18][c:19]([Cl:24])[c:20]([Cl:23])[cH:21][cH:22]3)[CH2:13][NH:14][CH2:15][CH2:16]2)[cH:25][cH:26]1.[ClH:1]>>[Cl:2][c:3]1[cH:4][cH:5][c:6]([C:7](=[O:8])[N:9]([CH3:10])[CH:11]2[CH:12]([c:17]3[cH:18][c:19]([Cl:24])[c:20]([Cl:23])[cH:21][cH:22]3)[CH2:13][N:14]([C:37]([c:35]3[cH:34][cH:33][c:31]4[c:30]([n:29][c:28]([CH3:27])[nH:32]4)[cH:36]3)=[O:38])[CH2:15][CH2:16]2)[cH:25][cH:26]1. The reactants are Cc1ccccc1C, CO, Cl, CC(N)CCCC(C)(C)O, O=S(=O)(O)O. Product: Cc1ccc(C(C)(C)CCCC(C)N)cc1C. As a reaction SMILES: [CH3:1][c:2]1[cH:3][cH:4][cH:5][cH:6][c:7]1[CH3:8].[CH3:25][OH:26].[ClH:14].[OH:15][C:16]([CH2:17][CH2:18][CH2:19][CH:20]([CH3:21])[NH2:22])([CH3:23])[CH3:24].[S:9](=[O:10])(=[O:11])([OH:12])[OH:13]>>[CH3:1][c:2]1[cH:3][c:4]([C:16]([CH2:17][CH2:18][CH2:19][CH:20]([CH3:21])[NH2:22])([CH3:23])[CH3:24])[cH:5][cH:6][c:7]1[CH3:8].